This data is from the Open Reaction Database (ORD), a public repository of structured organic reaction records. The task is: describe an organic reaction: reactants, conditions, products, and yield As a reaction SMILES: [Br:1][c:2]1[cH:3][c:4]([C:5](=[O:6])[O:7][CH3:8])[cH:9][c:10]([CH2:12][OH:13])[cH:11]1.[Br:33][N:34]1[C:35](=[O:36])[CH2:37][CH2:38][C:39]1=[O:40].[CH3:46][CH2:47][O:48][C:49](=[O:50])[CH3:51].[O:41]1[CH2:42][CH2:43][CH2:44][CH2:45]1.[c:14]1([P:15]([c:16]2[cH:17][cH:18][cH:19][cH:20][cH:21]2)[c:22]2[cH:23][cH:24][cH:25][cH:26][cH:27]2)[cH:28][cH:29][cH:30][cH:31][cH:32]1>>[Br:1][c:2]1[cH:3][c:4]([C:5](=[O:6])[O:7][CH3:8])[cH:9][c:10]([CH2:12][Br:33])[cH:11]1. Starting materials: COC(=O)c1cc(Br)cc(CO)c1, O=C1CCC(=O)N1Br, CCOC(C)=O, C1CCOC1, c1ccc(P(c2ccccc2)c2ccccc2)cc1. Yields the product COC(=O)c1cc(Br)cc(CBr)c1.